describe an organic reaction: reactants, conditions, products, and yield From a dataset of the Open Reaction Database (ORD), a public repository of structured organic reaction records. Starting materials: 11.7, SC1=NNC(=N1)C1=CC=C(C=C1)C(C)(C)C (3-mercapto-5-(4-tert.-butylphenyl)-1,2,4-triazole), BrCCCCCCCCCCCC (1-bromododecane), C(C)O (ethyl alcohol), [OH-].[Na+] (sodium hydroxide). Run in O (water). Conditions: temperature 20 celsius. The product is C(CCCCCCCCCCC)SC1=NNC(=N1)C1=CC=C(C=C1)C(C)(C)C (3-(n-dodecylthio)-5-(4-tert.butylphenyl)-1,2,4-triazole). Yield: 59.0%. As a reaction SMILES: [SH:1][C:2]1[N:6]=[C:5]([C:7]2[CH:12]=[CH:11][C:10]([C:13]([CH3:16])([CH3:15])[CH3:14])=[CH:9][CH:8]=2)[NH:4][N:3]=1.Br[CH2:18][CH2:19][CH2:20][CH2:21][CH2:22][CH2:23][CH2:24][CH2:25][CH2:26][CH2:27][CH2:28][CH3:29].C(O)C.[OH-].[Na+]>O>[CH2:29]([S:1][C:2]1[N:6]=[C:5]([C:7]2[CH:12]=[CH:11][C:10]([C:13]([CH3:16])([CH3:15])[CH3:14])=[CH:9][CH:8]=2)[NH:4][N:3]=1)[CH2:28][CH2:27][CH2:26][CH2:25][CH2:24][CH2:23][CH2:22][CH2:21][CH2:20][CH2:19][CH3:18] |f:3.4|. Procedure details: A mixture of 11.7 parts of 3-mercapto-5-(4-tert.-butylphenyl)-1,2,4-triazole, 12.5 parts of 1-bromododecane and 100 parts by volume of ethyl alcohol was heated at reflux temperature for four hours. After cooling to 20° C., a four percent weight/volume aqueous sodium hydroxide solution was added followed by 100 parts by volume of water. The precipitated product was filtered and dried yielding 59 percent of 3-(n-dodecylthio)-5-(4-tert.butylphenyl)-1,2,4-triazole which had a melting point of 87°-92... Reactants: CI, CN(C)C=O, [H-], CCOC(=O)Cc1ccc([N+](=O)[O-])cc1, [Na+], O, Cc1ccccc1. The product is CCOC(=O)C(C)c1ccc([N+](=O)[O-])cc1. Reaction SMILES: [CH3:18][I:19].[CH3:28][N:29]([CH3:30])[CH:31]=[O:32].[H-:16].[N+:1](=[O:2])([O-:3])[c:4]1[cH:5][cH:6][c:7]([CH2:10][C:11](=[O:12])[O:13][CH2:14][CH3:15])[cH:8][cH:9]1.[Na+:17].[OH2:20].[c:21]1([CH3:22])[cH:23][cH:24][cH:25][cH:26][cH:27]1>>[N+:1](=[O:2])([O-:3])[c:4]1[cH:5][cH:6][c:7]([CH:10]([C:11](=[O:12])[O:13][CH2:14][CH3:15])[CH3:18])[cH:8][cH:9]1. Reactants: OC1=CC=NC2=CC(=CC=C12)OC (4-Hydroxy-7-methoxyquinoline), C=O (formaldehyde). Run in [OH-].[Na+] (sodium hydroxide). Conditions: time 18 hour. Product: OC1=C(C=NC2=CC(=CC=C12)OC)CO (4-hydroxy-3-hydroxymethyl-7-methoxyquinoline). Reaction SMILES: [OH:1][C:2]1[C:11]2[C:6](=[CH:7][C:8]([O:12][CH3:13])=[CH:9][CH:10]=2)[N:5]=[CH:4][CH:3]=1.[CH2:14]=[O:15]>[OH-].[Na+]>[OH:1][C:2]1[C:11]2[C:6](=[CH:7][C:8]([O:12][CH3:13])=[CH:9][CH:10]=2)[N:5]=[CH:4][C:3]=1[CH2:14][OH:15] |f:2.3|. Reported procedure: 4-Hydroxy-7-methoxyquinoline was reacted with formaldehyde in aqueous sodium hydroxide (initially at 40°-50°, then kept at 60° for 18 hours) to give the novel compound 4-hydroxy-3-hydroxymethyl-7-methoxyquinoline, m.p. 291°-297°. Starting materials: CCOCCOc1ccc(OB([O-])[O-])cc1F, CN(Cc1ccc(NC(=O)C2=Cc3cc(Br)ccc3S(=O)(=O)CC2)cc1)C1CCOCC1, O=C([O-])[O-], CCO, [K+], [K+], O, Cc1ccccc1. The product is CCOCCOc1ccc(-c2ccc3c(c2)C=C(C(=O)Nc2ccc(CN(C)C4CCOCC4)cc2)CCS3(=O)=O)cc1F. Reaction SMILES: [B:33]([O-:34])([O-:48])[O:49][c:35]1[cH:36][c:37]([F:47])[c:38]([O:41][CH2:42][CH2:43][O:44][CH2:45][CH3:46])[cH:39][cH:40]1.[Br:1][c:2]1[cH:3][cH:4][c:5]2[c:6]([cH:32]1)[CH:7]=[C:8]([C:14](=[O:15])[NH:16][c:17]1[cH:18][cH:19][c:20]([CH2:23][N:24]([CH:25]3[CH2:26][CH2:27][O:28][CH2:29][CH2:30]3)[CH3:31])[cH:21][cH:22]1)[CH2:9][CH2:10][S:11]2(=[O:12])=[O:13].[C:50](=[O:51])([O-:52])[O-:53].[CH2:57]([OH:58])[CH3:59].[K+:54].[K+:55].[OH2:56].[c:60]1([CH3:61])[cH:62][cH:63][cH:64][cH:65][cH:66]1>>[c:2]1(-[c:35]2[cH:36][c:37]([F:47])[c:38]([O:41][CH2:42][CH2:43][O:44][CH2:45][CH3:46])[cH:39][cH:40]2)[cH:3][cH:4][c:5]2[c:6]([cH:32]1)[CH:7]=[C:8]([C:14](=[O:15])[NH:16][c:17]1[cH:18][cH:19][c:20]([CH2:23][N:24]([CH:25]3[CH2:26][CH2:27][O:28][CH2:29][CH2:30]3)[CH3:31])[cH:21][cH:22]1)[CH2:9][CH2:10][S:11]2(=[O:12])=[O:13]. Reaction SMILES: [C:1](=[O:2])([O:3][CH3:4])[CH2:5][CH2:6][CH2:7][CH2:8][CH2:9][CH2:10][CH2:11][CH2:12][CH2:13][CH2:14][CH2:15][CH2:16][CH2:17][CH2:18][CH2:19][NH:20][c:21]1[cH:22][cH:23][c:24]([C:25](=[O:26])[O:27][CH2:28][CH3:29])[cH:30][cH:31]1.[CH3:34][CH2:35][OH:36].[ClH:37].[K+:33].[OH-:32].[OH2:38]>>[C:1](=[O:2])([OH:3])[CH2:5][CH2:6][CH2:7][CH2:8][CH2:9][CH2:10][CH2:11][CH2:12][CH2:13][CH2:14][CH2:15][CH2:16][CH2:17][CH2:18][CH2:19][NH:20][c:21]1[cH:22][cH:23][c:24]([C:25](=[O:26])[O:27][CH2:28][CH3:29])[cH:30][cH:31]1. Starting materials: CCOC(=O)c1ccc(NCCCCCCCCCCCCCCCC(=O)OC)cc1, CCO, Cl, [K+], [OH-], O. Yields the product CCOC(=O)c1ccc(NCCCCCCCCCCCCCCCC(=O)O)cc1. Starting materials: N,N'-dimethyl acetamide, S(=O)=C1CC(=C(C(C(=O)Cl)=C1)N)C(=O)Cl (5-Sulfinyl Amino Isophthaloyl Chloride), C(=O)N (formamide). Solvent: amide, CCOCC (ether). Product: Cl.NC=1C=C(C=C(C(=O)Cl)C1)C(=O)Cl (5-Amino Isophthaloyl Chloride Hydrogen Chloride). RXN SMILES: S(=[C:3]1[CH:11]=[C:7]([C:8]([Cl:10])=[O:9])[C:6](N)=[C:5]([C:13]([Cl:15])=[O:14])[CH2:4]1)=O.C([NH2:18])=O>CCOCC>[ClH:10].[NH2:18][C:3]1[CH:11]=[C:7]([C:8]([Cl:10])=[O:9])[CH:6]=[C:5]([CH:4]=1)[C:13]([Cl:15])=[O:14] |f:3.4|. Reported procedure: 5.0 g of 5-sulfinyl amino isophthaloyl chloride (Example 1) was dissolved in 150 ml of ether, and anhydrous hydrogen chloride gas was bubbled through for 2 hours. Beige colored precipitate, which weighed 3.71 g after filtration, was obtained. This product was soluble in an amide solvent, such as N,N'-dimethyl acetamide or formamide. However, solution NMR of this product could not be obtained, since it polymerizes in those solvents. Elemental analysis calculated as C8H6NO2Cl3 : Theory: C:37.76, H... Reactants: [Al+3], O=C([O-])O, CC1(c2cccc(NS(C)(=O)=O)c2)C2CN(C(=O)CCc3cccs3)CC21, CCOC(C)=O, [H-], [H-], [H-], [H-], [Li+], [Na+], C1CCOC1, O. Product: CC1(c2cccc(NS(C)(=O)=O)c2)C2CN(CCCc3cccs3)CC21. RXN SMILES: [Al+3:29].[C:35](=[O:36])([O-:37])[OH:38].[CH3:1][C:2]1([c:17]2[cH:18][c:19]([NH:23][S:24](=[O:25])(=[O:26])[CH3:27])[cH:20][cH:21][cH:22]2)[CH:3]2[CH2:4][N:5]([C:8]([CH2:9][CH2:10][c:11]3[s:12][cH:13][cH:14][cH:15]3)=[O:16])[CH2:6][CH:7]12.[CH3:45][CH2:46][O:47][C:48](=[O:49])[CH3:50].[H-:28].[H-:31].[H-:32].[H-:33].[Li+:30].[Na+:39].[O:40]1[CH2:41][CH2:42][CH2:43][CH2:44]1.[OH2:34]>>[CH3:1][C:2]1([c:17]2[cH:18][c:19]([NH:23][S:24](=[O:25])(=[O:26])[CH3:27])[cH:20][cH:21][cH:22]2)[CH:3]2[CH2:4][N:5]([CH2:8][CH2:9][CH2:10][c:11]3[s:12][cH:13][cH:14][cH:15]3)[CH2:6][CH:7]12. Reactants: O=C([O-])[O-], COCCOC, CC1(C)OB(C=CC2CC2)OC1(C)C, CN1C(=O)C(c2ccc(OC(F)F)cc2)(c2cccc(Br)c2)N=C1N, [Na+], [Na+], O, c1ccc(P(c2ccccc2)(c2ccccc2)[Pd](P(c2ccccc2)(c2ccccc2)c2ccccc2)(P(c2ccccc2)(c2ccccc2)c2ccccc2)P(c2ccccc2)(c2ccccc2)c2ccccc2)cc1. Product: CN1C(=O)C(c2ccc(OC(F)F)cc2)(c2cccc(C=CC3CC3)c2)N=C1N. Reaction SMILES: [C:46](=[O:47])([O-:48])[O-:49].[CH2:26]([CH2:27][O:28][CH3:29])[O:30][CH3:31].[CH:32]1([CH:35]=[CH:36][B:37]2[O:38][C:39]([CH3:40])([CH3:41])[C:42]([CH3:43])([CH3:44])[O:45]2)[CH2:33][CH2:34]1.[NH2:1][C:2]1=[N:3][C:4]([c:9]2[cH:10][cH:11][c:12]([O:15][CH:16]([F:17])[F:18])[cH:13][cH:14]2)([c:19]2[cH:20][c:21]([Br:25])[cH:22][cH:23][cH:24]2)[C:5](=[O:8])[N:6]1[CH3:7].[Na+:50].[Na+:51].[OH2:129].[cH:52]1[cH:53][cH:54][c:55]([P:56]([Pd:57]([P:58]([c:59]2[cH:60][cH:61][cH:62][cH:63][cH:64]2)([c:65]2[cH:66][cH:67][cH:68][cH:69][cH:70]2)[c:71]2[cH:72][cH:73][cH:74][cH:75][cH:76]2)([P:77]([c:78]2[cH:79][cH:80][cH:81][cH:82][cH:83]2)([c:84]2[cH:85][cH:86][cH:87][cH:88][cH:89]2)[c:90]2[cH:91][cH:92][cH:93][cH:94][cH:95]2)[P:96]([c:97]2[cH:98][cH:99][cH:100][cH:101][cH:102]2)([c:103]2[cH:104][cH:105][cH:106][cH:107][cH:108]2)[c:109]2[cH:110][cH:111][cH:112][cH:113][cH:114]2)([c:115]2[cH:116][cH:117][cH:118][cH:119][cH:120]2)[c:121]2[cH:122][cH:123][cH:124][cH:125][cH:126]2)[cH:127][cH:128]1>>[NH2:1][C:2]1=[N:3][C:4]([c:9]2[cH:10][cH:11][c:12]([O:15][CH:16]([F:17])[F:18])[cH:13][cH:14]2)([c:19]2[cH:20][c:21]([CH:36]=[CH:35][CH:32]3[CH2:33][CH2:34]3)[cH:22][cH:23][cH:24]2)[C:5](=[O:8])[N:6]1[CH3:7]. Reactants: C(=O)OCC (ethyl formate), [H-].[Na+] (NaH), CC1(CC(C=2C(=C(SC2SC)C(=O)N2CCCC2)C1)=O)C (6,6-dimethyl-3-methylthio-1-(pyrrolidin-1-ylcarbonyl)-4,5,6,7-tetrahydrobenzo[c]thiophen-4-one). The solvent is C1CCOC1 (THF), C1CCOC1 (THF). Conditions: time 18 hour. Yields the product CC1(C(C(C=2C(=C(SC2SC)C(=O)N2CCCC2)C1)=O)=CO)C (6,6-Dimethyl-5-hydroxymethylene-3-methylthio-1-(pyrrolidin-1-ylcarbonyl)-4,5,6,7-tetrahydrobenzo[c]thiophen-4-one). The yield is 52.4%. Reaction SMILES: [H-].[Na+].C([O:5][CH2:6][CH3:7])=O.[CH3:8][C:9]1(C)[CH2:26][C:13]2=[C:14]([C:19]([N:21]3[CH2:25][CH2:24][CH2:23][CH2:22]3)=[O:20])[S:15][C:16]([S:17][CH3:18])=[C:12]2[C:11](=[O:27])[CH2:10]1>C1COCC1>[CH3:8][C:9]1([CH3:10])[CH2:26][C:13]2=[C:14]([C:19]([N:21]3[CH2:22][CH2:23][CH2:24][CH2:25]3)=[O:20])[S:15][C:16]([S:17][CH3:18])=[C:12]2[C:11](=[O:27])[C:7]1=[CH:6][OH:5] |f:0.1|. Procedure details: To a suspension of NaH (76 mg of a 60% dispension in oil, 1.9 mmol) in THF (5 ml,) was added ethyl formate (0.38 mL, 4.7 mmol) at 0° C. After stirring for 10 min a solution of 6,6-dimethyl-3-methylthio-1-(pyrrolidin-1-ylcarbonyl)-4,5,6,7-tetrahydrobenzo[c]thiophen-4-one (305 mg, 0.94 mmol) in THF (7 mL) was added. The cooling bath was removed and the mixture stirred at room temperature for 18 h. After this time MeOH (0.5 mL) followed by water (0.5 mL) were added and the mixture stirred for 10 mi... The reactants are CC(N)C(=O)OC(C)(C)C, [C-]#[N+]C(C)C(=O)OC, Cc1ccc(S(=O)(=O)O)cc1. The product is [C-]#[N+]C(C)C(=O)NC(C)C(=O)OC(C)(C)C. RXN SMILES: [C:9]([CH3:10])([CH3:11])([CH3:12])[O:13][C:14]([CH:15]([NH2:16])[CH3:17])=[O:18].[N+:1](#[C-:2])[CH:3]([C:4](=[O:5])[O:6][CH3:7])[CH3:8].[c:19]1([CH3:20])[cH:21][cH:22][c:23]([S:24]([OH:25])(=[O:26])=[O:27])[cH:28][cH:29]1>>[N+:1](#[C-:2])[CH:3]([C:4](=[O:5])[NH:16][CH:15]([C:14]([O:13][C:9]([CH3:10])([CH3:11])[CH3:12])=[O:18])[CH3:17])[CH3:8].